This data is from the Open Reaction Database (ORD), a public repository of structured organic reaction records. The task is: describe an organic reaction: reactants, conditions, products, and yield Starting materials: CCc1cc(Br)c2c(c1)CC(CO)O2, Cc1ccc(S(=O)(=O)Cl)cc1. Product: CCc1cc(Br)c2c(c1)CC(COS(=O)(=O)c1ccc(C)cc1)O2. RXN SMILES: [Br:1][c:2]1[cH:3][c:4]([CH2:13][CH3:14])[cH:5][c:6]2[c:10]1[O:9][CH:8]([CH2:11][OH:12])[CH2:7]2.[c:15]1([CH3:25])[cH:16][cH:17][c:18]([S:21](=[O:22])(=[O:23])[Cl:24])[cH:19][cH:20]1>>[Br:1][c:2]1[cH:3][c:4]([CH2:13][CH3:14])[cH:5][c:6]2[c:10]1[O:9][CH:8]([CH2:11][O:12][S:21]([c:18]1[cH:17][cH:16][c:15]([CH3:25])[cH:20][cH:19]1)(=[O:22])=[O:23])[CH2:7]2. Starting materials: O1C=NC=C1C1=NC=CC=C1 (2-(oxazol-5-yl)pyridine), C(CCCCCCCCCCCCC)(=O)O (myristic acid), C(C(=O)Cl)(=O)Cl (oxalyl chloride), [Li]CCCC (n-BuLi). The reagents and catalysts are [Cl-].[Cl-].[Zn+2] (ZnCl2). Run in C1CCOC1 (THF), C(Cl)Cl (CH2Cl2). Reaction conditions: temperature 0 celsius, time 20 minute. Yields the product EtOAc-hexanes, N1=C(C=CC=C1)C1=CN=C(O1)C(CCCCCCCCCCCCC)=O (1-(5-(pyridin-2-yl)oxazol-2-yl)tetradecan-1-one). Yield: 43.9%. RXN SMILES: [O:1]1[C:5]([C:6]2[CH:11]=[CH:10][CH:9]=[CH:8][N:7]=2)=[CH:4][N:3]=[CH:2]1.[Li]CCCC.[C:17](O)(=[O:31])[CH2:18][CH2:19][CH2:20][CH2:21][CH2:22][CH2:23][CH2:24][CH2:25][CH2:26][CH2:27][CH2:28][CH2:29][CH3:30].C(Cl)(=O)C(Cl)=O>C1COCC1.C(Cl)Cl.[Cl-].[Cl-].[Zn+2]>[N:7]1[CH:8]=[CH:9][CH:10]=[CH:11][C:6]=1[C:5]1[O:1][C:2]([C:17](=[O:31])[CH2:18][CH2:19][CH2:20][CH2:21][CH2:22][CH2:23][CH2:24][CH2:25][CH2:26][CH2:27][CH2:28][CH2:29][CH3:30])=[N:3][CH:4]=1 |f:6.7.8|. Procedure details: (184) A solution of 2-(oxazol-5-yl)pyridine (97 mg, 0.66 mmol) in anhydrous THF (5 mL) cooled to −75° C. under N2 was treated with n-BuLi (2.5 M in hexanes, 1.1 equiv, 0.73 mmol, 0.29 mL), and stirred for 20 min. ZnCl2 (0.5 M in THF, 2.0 equiv, 1.32 mmol, 2.7 mL) was added at −75° C., and stirred for 45 min at 0° C. Cul (1.0 equiv, 0.66 mmol, 126 mg) was added, and the solution was stirred for 10 min at 0° C. A separate flask was charged with myristic acid (2 equiv, 1.32 mmol, 303 mg) in anhydro... Starting materials: FC1=C2CCCNC2=NC=C1 (5-Fluoro-1,2,3,4-tetrahydro-[1,8]naphthyridine), CC1(OB(OC1(C)C)C=1C=C(C=NC1)C1(CCOCC1)O)C (4-[5-(4,4,5,5-tetramethyl-[1,3,2]dioxaborolan-2-yl)-pyridin-3-yl]-tetrahydro-pyran-4-ol), BrC=1C(=C2CCCN(C2=NC1)C(=O)N)F (6-bromo-5-fluoro-3,4-dihydro-2H-[1,8]naphthyridine-1-carboxylic acid amide), BrC=1C(=C2CCCN(C2=NC1)C(=O)N)F (6-Bromo-5-fluoro-3,4-dihydro-2H-[1,8]naphthyridine-1-carboxylic acid amide). Product: FC1=C2CCCN(C2=NC=C1C=1C=NC=C(C1)C1(CCOCC1)O)C(=O)N (5-Fluoro-6-[5-(4-hydroxy-tetrahydro-pyran-4-yl)-pyridin-3-yl]-3,4-dihydro-2H-[1,8]naphthyridine-1-carboxylic acid amide). RXN SMILES: FC1C=CN=C2C=1CCCN2.Br[C:13]1[C:14]([F:26])=[C:15]2[C:20](=[N:21][CH:22]=1)[N:19]([C:23]([NH2:25])=[O:24])[CH2:18][CH2:17][CH2:16]2.CC1(C)C(C)(C)OB([C:35]2[CH:36]=[C:37]([C:41]3([OH:47])[CH2:46][CH2:45][O:44][CH2:43][CH2:42]3)[CH:38]=[N:39][CH:40]=2)O1>>[F:26][C:14]1[C:13]([C:35]2[CH:40]=[N:39][CH:38]=[C:37]([C:41]3([OH:47])[CH2:42][CH2:43][O:44][CH2:45][CH2:46]3)[CH:36]=2)=[CH:22][N:21]=[C:20]2[C:15]=1[CH2:16][CH2:17][CH2:18][N:19]2[C:23]([NH2:25])=[O:24]. Procedure: 5-Fluoro-1,2,3,4-tetrahydro-[1,8]naphthyridine is converted to 6-bromo-5-fluoro-3,4-dihydro-2H-[1,8]naphthyridine-1-carboxylic acid amide according to Step 1 and Step 2 of Example 121. 6-Bromo-5-fluoro-3,4-dihydro-2H-[1,8]naphthyridine-1-carboxylic acid amide is coupled with 4-[5-(4,4,5,5-tetramethyl-[1,3,2]dioxaborolan-2-yl)-pyridin-3-yl]-tetrahydro-pyran-4-ol (which is prepared according to Step 4 of Example 119) to give the titled product using Suzuki Coupling Method VI. Reported procedure: A mixture of N,N-dioctadecyl-1,3-propanediamine (4.88 g.), ethanol (15 ml.) and methyl formate (35 ml.) is heated at reflux for one-half four. By-product methanol is distilled off and additional methyl formate (20 ml.) added. The mixture is refluxed for a half hour and allowed to stand overnight. It is taken to dryness under reduced pressure and the white solid residue recrystallized from ethyl acetate. Yield=quantitative: m.p. 42°-46° C. Conditions: time 8 hour. The solvent is C(C)O (ethanol). Starting materials: C(CCCCCCCCCCCCCCCCC)N(CCCN)CCCCCCCCCCCCCCCCCC (N,N-dioctadecyl-1,3-propanediamine), C(=O)OC (methyl formate). RXN SMILES: [CH2:1]([N:19]([CH2:24][CH2:25][CH2:26][CH2:27][CH2:28][CH2:29][CH2:30][CH2:31][CH2:32][CH2:33][CH2:34][CH2:35][CH2:36][CH2:37][CH2:38][CH2:39][CH2:40][CH3:41])[CH2:20][CH2:21][CH2:22][NH2:23])[CH2:2][CH2:3][CH2:4][CH2:5][CH2:6][CH2:7][CH2:8][CH2:9][CH2:10][CH2:11][CH2:12][CH2:13][CH2:14][CH2:15][CH2:16][CH2:17][CH3:18].[CH:42](OC)=[O:43]>C(O)C>[CH2:24]([N:19]([CH2:1][CH2:2][CH2:3][CH2:4][CH2:5][CH2:6][CH2:7][CH2:8][CH2:9][CH2:10][CH2:11][CH2:12][CH2:13][CH2:14][CH2:15][CH2:16][CH2:17][CH3:18])[CH2:20][CH2:21][CH2:22][NH:23][CH:42]=[O:43])[CH2:25][CH2:26][CH2:27][CH2:28][CH2:29][CH2:30][CH2:31][CH2:32][CH2:33][CH2:34][CH2:35][CH2:36][CH2:37][CH2:38][CH2:39][CH2:40][CH3:41]. The product is C(CCCCCCCCCCCCCCCCC)N(CCCNC=O)CCCCCCCCCCCCCCCCCC (N,N-dioctadecyl-N'-formyl-1,3-propanediamine). Starting materials: solid, N[C@H](C(C)(C)S)C(=O)O (D-penicillamine), O.O.C(C)(=O)[O-].[Zn+2].C(C)(=O)[O-] (zinc acetate dihydrate). Run in O (water). Reaction conditions: temperature 40 celsius. The product is [Zn].N[C@@H](C(C)(C)S)C(=O)O (Zn penicillamine). Reaction SMILES: [NH2:1][C@@H:2]([C:7]([OH:9])=[O:8])[C:3]([SH:6])([CH3:5])[CH3:4].O.O.C([O-])(=O)C.[Zn+2:16].C([O-])(=O)C>O>[Zn:16].[NH2:1][C@H:2]([C:7]([OH:9])=[O:8])[C:3]([SH:6])([CH3:5])[CH3:4] |f:1.2.3.4.5,7.8|. Procedure details: 149.2 mg of solid D-penicillamine (Aldrich Chemical Co., Inc.) and 219.5 mg of zinc acetate dihydrate (Aldrich Chemical Co., Inc.) are dissolved in a minimum volume of doubly distilled water (~12 ml), heated to 40° C. for 45 minutes, and cooled to room temperature to form the complex Zn/penicillamine.